From a dataset of the Open Reaction Database (ORD), a public repository of structured organic reaction records. describe an organic reaction: reactants, conditions, products, and yield Reactants: CN1N=CC(=C1)C1=CN=C2C(=N1)N(N=N2)C[C@H]2OCCN(C2)C2=NC=C(C=N2)C=2C=NN(C2)C2CCN(CC2)C(=O)OC(C)(C)C ((S)-tert-butyl 4-(4-(2-(2-((6-(1-methyl-1H-pyrazol-4-yl)-1H-[1,2,3]triazolo[4,5-b]pyrazin-1-yl)methyl)morpholino)pyrimidin-5-yl)-1H-pyrazol-1-yl)piperidine-1-carboxylate), Cl (HCl). Solvent: C(Cl)Cl (methylene chloride), O1CCOCC1 (1,4-dioxane). Reaction conditions: time 18 hour. Product: Cl.CN1N=CC(=C1)C1=CN=C2C(=N1)N(N=N2)C[C@@H]2CN(CCO2)C2=NC=C(C=N2)C=2C=NN(C2)C2CCNCC2 ((S)-2-((6-(1-methyl-1H-pyrazol-4-yl)-1H-[1,2,3]triazolo[4,5-b]pyrazin-1-yl)methyl)-4-(5-(1-(piperidin-4-yl)-1H-pyrazol-4-yl)pyrimidin-2-yl)morpholine HCl salt). Isolated yield 100.0%. As a reaction SMILES: [CH3:1][N:2]1[CH:6]=[C:5]([C:7]2[N:12]=[C:11]3[N:13]([CH2:16][C@@H:17]4[CH2:22][N:21]([C:23]5[N:28]=[CH:27][C:26]([C:29]6[CH:30]=[N:31][N:32]([CH:34]7[CH2:39][CH2:38][N:37](C(OC(C)(C)C)=O)[CH2:36][CH2:35]7)[CH:33]=6)=[CH:25][N:24]=5)[CH2:20][CH2:19][O:18]4)[N:14]=[N:15][C:10]3=[N:9][CH:8]=2)[CH:4]=[N:3]1.[ClH:47]>C(Cl)Cl.O1CCOCC1>[ClH:47].[CH3:1][N:2]1[CH:6]=[C:5]([C:7]2[N:12]=[C:11]3[N:13]([CH2:16][C@H:17]4[O:18][CH2:19][CH2:20][N:21]([C:23]5[N:28]=[CH:27][C:26]([C:29]6[CH:30]=[N:31][N:32]([CH:34]7[CH2:39][CH2:38][NH:37][CH2:36][CH2:35]7)[CH:33]=6)=[CH:25][N:24]=5)[CH2:22]4)[N:14]=[N:15][C:10]3=[N:9][CH:8]=2)[CH:4]=[N:3]1 |f:4.5|. Procedure: (S)-tert-butyl 4-(4-(2-(2-((6-(1-methyl-1H-pyrazol-4-yl)-1H-[1,2,3]triazolo[4,5-b]pyrazin-1-yl)methyl)morpholino)pyrimidin-5-yl)-1H-pyrazol-1-yl)piperidine-1-carboxylate 463 mg (0.74 mmol) was dissolved in methylene chloride 20 ml, and 4 M HCl (excess) dissolved in 1,4-dioxane 20 ml was added and then charged with nitrogen, followed by stirring at room temperature for 18 hours. After the completion of the reaction, the reaction mixture was concentrated under reduced pressure to remove methylene ... Reaction SMILES: [CH2:47]1[CH2:48][CH:49]=[CH:50][CH2:51][CH2:52]1.[CH3:1][O:2][c:3]1[cH:4][c:5]([CH2:15][CH:16]2[CH:17]([C:26]([O:28][CH2:27][c:29]3[cH:30][cH:31][cH:32][cH:33][cH:34]3)=[O:35])[CH2:18][C:19]([OH:22])([CH:23]([CH3:24])[OH:25])[CH2:20][CH2:21]2)[c:6]([O:13][CH3:14])[c:7]2[cH:8][cH:9][cH:10][cH:11][c:12]12.[CH3:36][C:37]([O:38][C:39](=[O:40])[CH3:41])=[O:42].[CH3:43][C:44](=[O:45])[O-:46].[CH3:53][N:54]([CH3:55])[c:56]1[cH:57][cH:58][n:59][cH:60][cH:61]1.[cH:62]1[cH:63][cH:64][n:65][cH:66][cH:67]1>>[CH3:1][O:2][c:3]1[c:4]2[c:5]([c:6]([O:13][CH3:14])[c:7]3[cH:8][cH:9][cH:10][cH:11][c:12]13)[CH2:15][CH:16]1[CH:17]([CH2:18][C:19]([OH:22])([CH:23]([CH3:24])[OH:25])[CH2:20][CH2:21]1)[C:26]2=[O:28]. Product: COc1c2c(c(OC)c3ccccc13)C(=O)C1CC(O)(C(C)O)CCC1C2. Reactants: C1=CCCCC1, COc1cc(CC2CCC(O)(C(C)O)CC2C(=O)OCc2ccccc2)c(OC)c2ccccc12, CC(=O)OC(C)=O, CC(=O)[O-], CN(C)c1ccncc1, c1ccncc1. Starting materials: C1(=CC=CC=C1)NC1=CC=CC=C1 (diphenylamine), BrCC=CCBr (1,4-dibromobut-2-ene), [I-].[K+] (potassium iodide), [OH-].[Na+] (sodium hydroxide). As a reaction SMILES: [C:1]1([NH:7][C:8]2[CH:13]=[CH:12][CH:11]=[CH:10][CH:9]=2)[CH:6]=[CH:5][CH:4]=[CH:3][CH:2]=1.Br[CH2:15][CH:16]=[CH:17][CH2:18]Br.[I-].[K+].[OH-].[Na+]>[Br-].C([N+](CCCC)(CCCC)CCCC)CCC.O>[C:8]1([N:7]([C:1]2[CH:2]=[CH:3][CH:4]=[CH:5][CH:6]=2)[CH2:15][CH:16]=[CH:17][CH2:18][N:7]([C:8]2[CH:9]=[CH:10][CH:11]=[CH:12][CH:13]=2)[C:1]2[CH:6]=[CH:5][CH:4]=[CH:3][CH:2]=2)[CH:9]=[CH:10][CH:11]=[CH:12][CH:13]=1 |f:2.3,4.5,6.7|. Product: C1(=CC=CC=C1)N(CC=CCN(C1=CC=CC=C1)C1=CC=CC=C1)C1=CC=CC=C1 (N,N,N',N'-Tetraphenyl-2-butene-1,4-diamine). Procedure details: A vigorously stirred mixture of diphenylamine (150 g, 0.9 mol), 1,4-dibromobut-2-ene (104 g, 0.49 mol), potassium iodide (8 g, 0.05 mol), tetrabutylammonium bromide (7 g, 0.025 mol), sodium hydroxide (43 g, 1.06 mol) and 150 ml of water is warmed to 60° C. for five hours. The mixture is allowed to cool to room temperature. The solids formed are collected and washed with water. The residue is recrystallized from ethanol to give 69 grams (36% yield) of the title compound as a tan solid melting at ... Reaction conditions: temperature 60 celsius. The reagents and catalysts are [Br-].C(CCC)[N+](CCCC)(CCCC)CCCC (tetrabutylammonium bromide). Solvent: O (water). The yield is 39.3%.